From a dataset of the Open Reaction Database (ORD), a public repository of structured organic reaction records. describe an organic reaction: reactants, conditions, products, and yield The reactants are C(C1=CC=CC=C1)ONC(=O)[C@H]1[C@H]([C@H]2[C@H](CN1S(=O)(=O)C1=CC=C(C=C1)OC)OC(O2)(C)C)O ((3aS,6R,7R,7aS)-7-hydroxy-5-(4′-methoxybenzenesulfonyl)-2,2-dimethyl-hexahydro-[1,3]dioxolo[4,5-c]pyridine-6-carboxylic Acid Benzyloxyamide). Solvent: O1CCOCC1.CO (1,4-dioxane methanol). Run at time 14 hour. The product is C(C1=CC=CC=C1)ONC(=O)[C@@H]1N(C[C@@H]([C@H]([C@@H]1O)O)O)S(=O)(=O)C1=CC=C(C=C1)OC ((2R,3R,4R,5S)-3,4,5-trihydroxy-1-(4′-methoxybenzenesulfonyl)-piperidine-2-carboxylic Acid Benzyloxyamide). Yield: 95.8%. As a reaction SMILES: [CH2:1]([O:8][NH:9][C:10]([C@@H:12]1[N:17]([S:18]([C:21]2[CH:26]=[CH:25][C:24]([O:27][CH3:28])=[CH:23][CH:22]=2)(=[O:20])=[O:19])[CH2:16][C@@H:15]2[O:29]C(C)(C)[O:31][C@H:14]2[C@@H:13]1[OH:34])=[O:11])[C:2]1[CH:7]=[CH:6][CH:5]=[CH:4][CH:3]=1>O1CCOCC1.CO>[CH2:1]([O:8][NH:9][C:10]([C@H:12]1[C@@H:13]([OH:34])[C@H:14]([OH:31])[C@@H:15]([OH:29])[CH2:16][N:17]1[S:18]([C:21]1[CH:22]=[CH:23][C:24]([O:27][CH3:28])=[CH:25][CH:26]=1)(=[O:20])=[O:19])=[O:11])[C:2]1[CH:7]=[CH:6][CH:5]=[CH:4][CH:3]=1 |f:1.2|. Reported procedure: The above compound (5-2) (100 mg) was dissolved in a solvent mixture of 1,4-dioxane/methanol (5–15 mL) and a cation exchange resin (Muromac, 2.5 g) was added, and then the mixture was stirred at room temperature for 14 hours. The insoluble material was removed by filtration and the filtrate was concentrated under reduced pressure. The resulting residue was purified by silica gel medium pressure column chromatography (chloroform:methanol=20:1→10:1) to obtain the titled compound (88 mg). Starting materials: [Al+3], C1CCOC1, [H-], [H-], [H-], [H-], [Li+], [Na+], [Na+], [Na+], O=S(=O)([O-])[O-], [OH-], O, O=C1c2ccccc2-c2c(OCC(O)CNCC3CCN(CCC(F)(F)F)CC3)cccc21. The product is OC(CNCC1CCN(CCC(F)(F)F)CC1)COc1cccc2c1-c1ccccc1C2O. As a reaction SMILES: [Al+3:35].[CH2:49]1[O:50][CH2:51][CH2:52][CH2:53]1.[H-:34].[H-:37].[H-:38].[H-:39].[Li+:36].[Na+:41].[Na+:42].[Na+:43].[O-:44][S:45]([O-:46])(=[O:47])=[O:48].[OH-:40].[OH2:54].[OH:1][CH:2]([CH2:3][O:4][c:5]1[cH:6][cH:7][cH:8][c:9]2[c:17]1-[c:16]1[c:11]([cH:12][cH:13][cH:14][cH:15]1)[C:10]2=[O:18])[CH2:19][NH:20][CH2:21][CH:22]1[CH2:23][CH2:24][N:25]([CH2:28][CH2:29][C:30]([F:31])([F:32])[F:33])[CH2:26][CH2:27]1>>[OH:1][CH:2]([CH2:3][O:4][c:5]1[cH:6][cH:7][cH:8][c:9]2[c:17]1-[c:16]1[c:11]([cH:12][cH:13][cH:14][cH:15]1)[CH:10]2[OH:18])[CH2:19][NH:20][CH2:21][CH:22]1[CH2:23][CH2:24][N:25]([CH2:28][CH2:29][C:30]([F:31])([F:32])[F:33])[CH2:26][CH2:27]1. The reactants are FC(C=1N=CC(=NC1)N)(F)F (5-(trifluoromethyl)pyrazin-2-amine), BrC=1C(N(N=C(C1)Cl)C)=O (4-bromo-6-chloro-2-methylpyridazin-3(2H)-one), C([O-])([O-])=O.[Cs+].[Cs+] (cesium carbonate), 4,5-bis(diphenylphosphino)-9,9-dimethylxanthine. The reagents and catalysts are C=1C=CC(=CC1)/C=C/C(=O)/C=C/C2=CC=CC=C2.C=1C=CC(=CC1)/C=C/C(=O)/C=C/C2=CC=CC=C2.C=1C=CC(=CC1)/C=C/C(=O)/C=C/C2=CC=CC=C2.[Pd].[Pd] (tris(dibenzylideneacetone)dipalladium(0)). The solvent is O1CCOCC1 (dioxane). Conditions: temperature 90 celsius. The product is ClC=1C=C(C(N(N1)C)=O)NC1=NC=C(N=C1)C(F)(F)F (6-chloro-2-methyl-4-(5-trifluoromethyl-pyrazin-2-ylamino)-2H-pyridazin-3-one). Isolated yield 71.6%. Reaction SMILES: [F:1][C:2]([F:11])([F:10])[C:3]1[N:4]=[CH:5][C:6]([NH2:9])=[N:7][CH:8]=1.Br[C:13]1[C:14](=[O:21])[N:15]([CH3:20])[N:16]=[C:17]([Cl:19])[CH:18]=1.C(=O)([O-])[O-].[Cs+].[Cs+]>O1CCOCC1.C1C=CC(/C=C/C(/C=C/C2C=CC=CC=2)=O)=CC=1.C1C=CC(/C=C/C(/C=C/C2C=CC=CC=2)=O)=CC=1.C1C=CC(/C=C/C(/C=C/C2C=CC=CC=2)=O)=CC=1.[Pd].[Pd]>[Cl:19][C:17]1[CH:18]=[C:13]([NH:9][C:6]2[CH:5]=[N:4][C:3]([C:2]([F:1])([F:10])[F:11])=[CH:8][N:7]=2)[C:14](=[O:21])[N:15]([CH3:20])[N:16]=1 |f:2.3.4,6.7.8.9.10|. Procedure details: To a solution of 5-(trifluoromethyl)pyrazin-2-amine (146 mg, 0.90 mmol), 4-bromo-6-chloro-2-methylpyridazin-3(2H)-one (200 mg, 0.90 mmol), cesium carbonate (1.02 g, 3.13 mmol) and 4,5-bis(diphenylphosphino)-9,9-dimethylxanthine (77.7 mg, 0.13 mmol) in dioxane (10.0 ml) was added tris(dibenzylideneacetone)dipalladium(0) (61.5 mg, 0.07 mmol) and the reaction mixture purged with argon (3×) before being warmed to 90° C. for 18 hr. The mixture was cooled, diluted with dichloromethane and water (50 mL... Reaction SMILES: S(Cl)(Cl)=O.[Cl:5][C:6]1[CH:11]=[C:10]([C:12]([OH:14])=[O:13])[CH:9]=[CH:8][N:7]=1.[CH3:15]O.[OH-].[Na+]>C1(C)C=CC=CC=1.O>[CH3:15][O:13][C:12](=[O:14])[C:10]1[CH:9]=[CH:8][N:7]=[C:6]([Cl:5])[CH:11]=1 |f:3.4|. Run in C1(=CC=CC=C1)C (toluene), O (water). Product: COC(C1=CC(=NC=C1)Cl)=O (Methyl-2-chloroisonicotinate). Isolated yield 73.2%. Procedure: To a solution of thionyl chloride (13.85 mL, 190.38 mmol) in toluene (50 mL) was added 2-chloropyridine-4-carboxylic acid (15 g, 95 mmol). The solution was heated to reflux for 3 hours. The resulting brown color solution was cooled to room temperature, and methanol (11.56 mL, 285.6 mmol) was added slowly dropwise. The mixture was brought to reflux for 15 minutes and became clear. The solution was then cooled to room temperature and poured into water (150 mL), basified with 50 percent sodium hydr... Starting materials: S(=O)(Cl)Cl (thionyl chloride), ClC1=NC=CC(=C1)C(=O)O (2-chloropyridine-4-carboxylic acid), [OH-].[Na+] (sodium hydroxide), CO (methanol). Reactants: CO, Cc1nn(S(=O)(=O)N(C)C)c(CCCCl)c1Br, Cl. Product: Cc1n[nH]c(CCCCl)c1Br. RXN SMILES: [CH3:19][OH:20].[CH3:1][N:2]([CH3:3])[S:4](=[O:5])([n:6]1[n:7][c:8]([CH3:16])[c:9]([Br:15])[c:10]1[CH2:11][CH2:12][CH2:13][Cl:14])=[O:17].[ClH:18]>>[nH:6]1[n:7][c:8]([CH3:16])[c:9]([Br:15])[c:10]1[CH2:11][CH2:12][CH2:13][Cl:14]. Reactants: ClCCl, CCOC(C)=O, [Na+], [Na+], CCCc1c(Cc2ccc(-c3ccccc3-c3noc(=O)[nH]3)cc2)c(=O)n(C2CCC(OCC(O)C(F)(F)F)CC2)c2ccnn12, O, O=S([O-])([O-])=S. The product is CCCc1c(Cc2ccc(-c3ccccc3-c3noc(=O)[nH]3)cc2)c(=O)n(C2CCC(OCC(=O)C(F)(F)F)CC2)c2ccnn12. As a reaction SMILES: [CH2:61]([Cl:62])[Cl:63].[CH3:47][CH2:48][O:49][C:50](=[O:51])[CH3:52].[Na+:59].[Na+:60].[O:1]=[c:2]1[nH:3][c:4](-[c:7]2[c:8](-[c:13]3[cH:14][cH:15][c:16]([CH2:19][c:20]4[c:21](=[O:46])[n:22]([CH:32]5[CH2:33][CH2:34][CH:35]([O:38][CH2:39][CH:40]([C:41]([F:42])([F:43])[F:44])[OH:45])[CH2:36][CH2:37]5)[c:23]5[n:24]([c:25]4[CH2:26][CH2:27][CH3:28])[n:29][cH:30][cH:31]5)[cH:17][cH:18]3)[cH:9][cH:10][cH:11][cH:12]2)[n:5][o:6]1.[OH2:53].[S:54]([O-:55])([O-:56])(=[O:57])=[S:58]>>[O:1]=[c:2]1[nH:3][c:4](-[c:7]2[c:8](-[c:13]3[cH:14][cH:15][c:16]([CH2:19][c:20]4[c:21](=[O:46])[n:22]([CH:32]5[CH2:33][CH2:34][CH:35]([O:38][CH2:39][C:40]([C:41]([F:42])([F:43])[F:44])=[O:45])[CH2:36][CH2:37]5)[c:23]5[n:24]([c:25]4[CH2:26][CH2:27][CH3:28])[n:29][cH:30][cH:31]5)[cH:17][cH:18]3)[cH:9][cH:10][cH:11][cH:12]2)[n:5][o:6]1. Starting materials: [Al+3], CCCC1CCC(C(Cc2cc(F)c(F)c(F)c2)C(=O)O)CC1, [Cl-], [Cl-], [Cl-], ClCCl, Cl, O=S(Cl)Cl. The product is CCCC1CCC(C2Cc3cc(F)c(F)c(F)c3C2=O)CC1. Reaction SMILES: [Al+3:29].[CH2:5]([CH2:6][CH3:7])[CH:8]1[CH2:9][CH2:10][CH:11]([CH:14]([C:15](=[O:16])[OH:17])[CH2:18][c:19]2[cH:20][c:21]([F:27])[c:22]([F:26])[c:23]([F:25])[cH:24]2)[CH2:12][CH2:13]1.[Cl-:28].[Cl-:30].[Cl-:31].[Cl:33][CH2:34][Cl:35].[ClH:32].[S:1]([Cl:2])([Cl:3])=[O:4]>>[CH2:5]([CH2:6][CH3:7])[CH:8]1[CH2:9][CH2:10][CH:11]([CH:14]2[C:15](=[O:16])[c:20]3[c:19]([cH:24][c:23]([F:25])[c:22]([F:26])[c:21]3[F:27])[CH2:18]2)[CH2:12][CH2:13]1.